Dataset: the Open Reaction Database (ORD), a public repository of structured organic reaction records. Task: describe an organic reaction: reactants, conditions, products, and yield The reactants are C1CCNC1, Cc1ccccc1, O=C1CCCCC1. Yields the product C1=C(N2CCCC2)CCCC1. As a reaction SMILES: [CH2:8]1[CH2:9][CH2:10][NH:11][CH2:12]1.[CH3:13][c:14]1[cH:15][cH:16][cH:17][cH:18][cH:19]1.[O:1]=[C:2]1[CH2:3][CH2:4][CH2:5][CH2:6][CH2:7]1>>[C:2]1([N:11]2[CH2:10][CH2:9][CH2:8][CH2:12]2)=[CH:3][CH2:4][CH2:5][CH2:6][CH2:7]1. The reactants are Cl.C(C)OC([C@@H](N)CS)=O (Cysteine ethyl ester hydrochloride). Solvent: C(C)N(CC)CC (triethylamine). Conditions: time 1 hour. Yields the product C(C)OC([C@@H](N)CS)=O (cysteine ethyl ester). Reaction SMILES: Cl.[CH2:2]([O:4][C:5](=[O:10])[C@H:6]([CH2:8][SH:9])[NH2:7])[CH3:3]>C(N(CC)CC)C>[CH2:2]([O:4][C:5](=[O:10])[C@H:6]([CH2:8][SH:9])[NH2:7])[CH3:3] |f:0.1|. Procedure: Cysteine ethyl ester hydrochloride (11.2 g, 0.06 mole) was suspended in 40 ml of triethylamine with vigorous stirring for one hour at room temperature. The triethylamine hydrochloride was filtered and filtrate was concentrated to give cysteine ethyl ester as an oil. The oil was dissolved in 30 ml of pyridine and allowed to react with 3.2 g (0.01 mole) of progesterone at room temperature for 3.5 days. The suspension that resulted was filtered and crystallized from ethyl acetate to give 2.7 g (mp ... The reactants are O=C([O-])[O-], COc1ccc(O)cc1, CC(C)=O, ClCc1cccc(OCc2ccc3ccccc3n2)c1, Cl, [I-], [K+], [K+], [K+]. The product is COc1ccc(OCc2cccc(OCc3ccc4ccccc4n3)c2)cc1. Reaction SMILES: [C:31](=[O:32])([O-:33])[O-:34].[CH3:1][O:2][c:3]1[cH:4][cH:5][c:6]([OH:9])[cH:7][cH:8]1.[CH3:39][C:40](=[O:41])[CH3:42].[Cl:11][CH2:12][c:13]1[cH:14][c:15]([O:16][CH2:17][c:18]2[n:19][c:20]3[cH:21][cH:22][cH:23][cH:24][c:25]3[cH:26][cH:27]2)[cH:28][cH:29][cH:30]1.[ClH:10].[I-:38].[K+:35].[K+:36].[K+:37]>>[CH3:1][O:2][c:3]1[cH:4][cH:5][c:6]([O:9][CH2:12][c:13]2[cH:14][c:15]([O:16][CH2:17][c:18]3[n:19][c:20]4[cH:21][cH:22][cH:23][cH:24][c:25]4[cH:26][cH:27]3)[cH:28][cH:29][cH:30]2)[cH:7][cH:8]1. Reactants: O=S1(CCN(CC1)C1=CC=C(C=C1)O)=O (4-(1',1'-dioxothiomorpholino)phenol), ICCCCI (1,4-diiodobutane), C([O-])([O-])=O.[Cs+].[Cs+] (cesium carbonate). Run in C(C)#N (acetonitrile). Reaction conditions: time 4 hour. The product is ICCCCOC1=CC=C(C=C1)N1CCS(CC1)(=O)=O (1-iodo-4-[4'-(1,1-dioxothiomorpholino)phenoxy] butane), II. Yield: 74.0%. As a reaction SMILES: [O:1]=[S:2]1(=[O:15])[CH2:7][CH2:6][N:5]([C:8]2[CH:13]=[CH:12][C:11]([OH:14])=[CH:10][CH:9]=2)[CH2:4][CH2:3]1.[I:16][CH2:17][CH2:18][CH2:19][CH2:20]I.C(=O)([O-])[O-].[Cs+].[Cs+]>C(#N)C>[I:16][CH2:17][CH2:18][CH2:19][CH2:20][O:14][C:11]1[CH:10]=[CH:9][C:8]([N:5]2[CH2:4][CH2:3][S:2](=[O:1])(=[O:15])[CH2:7][CH2:6]2)=[CH:13][CH:12]=1 |f:2.3.4|. Procedure: A mixture of 4-(1',1'-dioxothiomorpholino)phenol (10 g, 44 mmol), 1,4-diiodobutane (40.9 g, 132 mmol) and cesium carbonate (42.9 g, 132 mmol) was heated at 50° C. in acetonitrile (400 ml). After 4 hours, the reaction mixture was cooled, filtered and the solid salts washed with acetonitrile. The filtrate was poured into dilute HCl/ice water (1.2 l) and the resultant cream colored solid was isolated by filtration and washed with water. Chromatography on silica gel, with 97:3; dichloromethane:ether... Starting materials: ClC=1C=CC=2C(C=3N(NC2C1)C=CC3)=O (7-Chloropyrrolo[1,2-b]cinnolin-10(5H)-one), O (Water), C(=O)([O-])[O-].[K+].[K+] (K2CO3), BrCCC (1-Bromopropane). Run in CN(C)C=O (DMF). Run at time 48 hour. The product is ClC=1C=CC=2C(C=3N(N(C2C1)CCC)C=CC3)=O (7-Chloro-5-propylpyrrolo[1,2-b]cinnolin-10(5H)-one). Isolated yield 59.0%. As a reaction SMILES: [Cl:1][C:2]1[CH:3]=[CH:4][C:5]2[C:6](=[O:15])[C:7]3[N:8]([CH:12]=[CH:13][CH:14]=3)[NH:9][C:10]=2[CH:11]=1.C([O-])([O-])=O.[K+].[K+].Br[CH2:23][CH2:24][CH3:25].O>CN(C=O)C>[Cl:1][C:2]1[CH:3]=[CH:4][C:5]2[C:6](=[O:15])[C:7]3[N:8]([CH:12]=[CH:13][CH:14]=3)[N:9]([CH2:23][CH2:24][CH3:25])[C:10]=2[CH:11]=1 |f:1.2.3|. Reported procedure: 7-Chloropyrrolo[1,2-b]cinnolin-10(5H)-one (9.0 g) was taken up in 100 ml of DMF and milled K2CO3 (11.33 g) was added. 1-Bromopropane (10.09 g) was then added dropwise and the solution was stirred at room temperature for 48 h. Water was added and the solution was extracted into dichloromethane and washed several times with H2O and dilute hydrochloric acid. The organics were then dried (MgSO4), charcoaled, filtered and concentrated to an orange oil. The oil was purified by HPLC (silica, dichlorome... Reaction conditions: time 3 hour. Run in C(Cl)Cl (CH2Cl2). Starting materials: C(C(=O)Cl)(=O)Cl (Oxalyl chloride), ClC1=C(C=CC=C1)CC(=O)O ((2-chlorophenyl)acetic acid). RXN SMILES: [C:1](Cl)(=O)[C:2]([Cl:4])=[O:3].[Cl:7][C:8]1[CH:13]=[CH:12][CH:11]=[CH:10][C:9]=1CC(O)=O>CN(C)C=O.C(Cl)Cl>[Cl:7][C:8]1[CH:13]=[CH:12][CH:11]=[CH:10][C:9]=1[CH2:1][C:2]([Cl:4])=[O:3]. Yields the product ClC1=C(C=CC=C1)CC(=O)Cl ((2-chlorophenyl)acetyl chloride). The reagents and catalysts are CN(C=O)C (N,N-dimethylformamide). Procedure: Oxalyl chloride (38 ml) and a few drops of N,N-dimethylformamide was added to a solution of (2-chlorophenyl)acetic acid (50 g) in CH2Cl2 (300 ml). The mixture was stirred at room temperature for 3 hours, and then concentrated under reduced pressure. The residue was distilled under reduced pressure to give (2-chlorophenyl)acetyl chloride (41.24 g) as an oil.